From a dataset of the Open Reaction Database (ORD), a public repository of structured organic reaction records. describe an organic reaction: reactants, conditions, products, and yield Starting materials: NC1=N[C@](C(C(N1C)=O)(C)C)(C)C1=C(C=CC(=C1)N)F ((S)-2-amino-6-(5-amino-2-fluoro-phenyl)-3,5,5,6-tetramethyl-5,6-dihydro-3H-pyrimidin-4-one), [B][B][B][B][B][B][B][B][B][B] (decaborane), NC1=N[C@](C(C(N1C)=O)(C)C)(C)C1=C(C=CC(=C1)N)F ((S)-2-amino-6-(5-amino-2-fluoro-phenyl)-3,5,5,6-tetramethyl-5,6-dihydro-3H-pyrimidin-4-one), ClC1=CC2=C(C(CO2)=O)C=C1 (6-chloro-benzofuran-3-one). Yields the product NC1=N[C@](C(C(N1C)=O)(C)C)(C)C1=C(C=CC(=C1)NC1COC2=C1C=CC(=C2)Cl)F ((S)-2-Amino-6-[5-(6-chloro-2,3-dihydro-benzofuran-3-ylamino)-2-fluoro-phenyl]-3,5,5,6-tetramethyl-5,6-dihydro-3H-pyrimidin-4-one). RXN SMILES: [NH2:1][C:2]1[N:7]([CH3:8])[C:6](=[O:9])[C:5]([CH3:11])([CH3:10])[C@:4]([C:13]2[CH:18]=[C:17]([NH2:19])[CH:16]=[CH:15][C:14]=2[F:20])([CH3:12])[N:3]=1.[Cl:21][C:22]1[CH:31]=[CH:30][C:25]2[C:26](=O)[CH2:27][O:28][C:24]=2[CH:23]=1.[B][B][B][B][B][B][B][B][B][B]>>[NH2:1][C:2]1[N:7]([CH3:8])[C:6](=[O:9])[C:5]([CH3:10])([CH3:11])[C@:4]([C:13]2[CH:18]=[C:17]([NH:19][CH:26]3[C:25]4[CH:30]=[CH:31][C:22]([Cl:21])=[CH:23][C:24]=4[O:28][CH2:27]3)[CH:16]=[CH:15][C:14]=2[F:20])([CH3:12])[N:3]=1 |^3:31,40,^1:32,33,34,35,36,37,38,39|. Reported procedure: The reductive amination of (S)-2-amino-6-(5-amino-2-fluoro-phenyl)-3,5,5,6-tetramethyl-5,6-dihydro-3H-pyrimidin-4-one (intermediate J) and 6-chloro-benzofuran-3-one using decaborane yielded a mixture of epimers of the title compound as a white foam. MS (ESI): m/z=431.3 [M+H]+. Starting materials: CC1=C(O)C=C(C(=C1C)O)C (2,3,5-trimethylhydroquinone), C(C)(C)(C)OO (tert-butyl hydroperoxide), iron 5,14-dihydrodibenzo[b,i][5,9,14,18]tetraaza[14]annulene, S(O)(O)(=O)=O (sulfuric acid). Solvent: C(C)(=O)O (acetic acid), C(C)(=O)O (acetic acid). Product: CC=1C(C=C(C(C1C)=O)C)=O (2,3,5-trimethyl-p-benzoquinone). The yield is 77.9%. As a reaction SMILES: [CH3:1][C:2]1[C:8]([CH3:9])=[C:7]([OH:10])[C:6]([CH3:11])=[CH:5][C:3]=1[OH:4].C(OO)(C)(C)C.S(=O)(=O)(O)O>C(O)(=O)C>[CH3:1][C:2]1[C:3](=[O:4])[CH:5]=[C:6]([CH3:11])[C:7](=[O:10])[C:8]=1[CH3:9]. Reported procedure: A solution of 15.2 g (100 mmol) of 2,3,5-trimethylhydroquinone in 150 ml of acetic acid and 16.1 g (125 mmol) of 70% by weight aqueous tert-butyl hydroperoxide were simultaneously added dropwise to a stirred solution of 0.68 g (2.0 mmol) of iron 5,14-dihydrodibenzo[b,i][5,9,14,18]tetraaza[14]annulene and 0.5 ml of concentrated sulfuric acid in 50 ml of acetic acid at 40° C. with cooling. The reaction mixture was then subjected to steam distillation. The distillate was extracted by shaking with m... Reaction SMILES: [K+:40].[K+:41].[NH2:25][c:26]1[c:27](=[O:39])[c:28](=[O:38])[c:29]1[NH:30][c:31]1[c:32]([Cl:37])[n:33][cH:34][cH:35][cH:36]1.[O-:42][C:43]([O-:44])=[O:45].[n:1]1([CH:10]([C:11]([CH3:12])([CH3:13])[CH3:14])[NH:15][C:16]([c:17]2[cH:18][cH:19][c:20]([Cl:23])[cH:21][cH:22]2)=[O:24])[c:2]2[cH:3][cH:4][cH:5][cH:6][c:7]2[n:8][n:9]1>>[CH:10]([C:11]([CH3:12])([CH3:13])[CH3:14])([NH:15][C:16]([c:17]1[cH:18][cH:19][c:20]([Cl:23])[cH:21][cH:22]1)=[O:24])[NH:25][c:26]1[c:27](=[O:39])[c:28](=[O:38])[c:29]1[NH:30][c:31]1[c:32]([Cl:37])[n:33][cH:34][cH:35][cH:36]1. Starting materials: [K+], [K+], Nc1c(Nc2cccnc2Cl)c(=O)c1=O, O=C([O-])[O-], CC(C)(C)C(NC(=O)c1ccc(Cl)cc1)n1nnc2ccccc21. Yields the product CC(C)(C)C(NC(=O)c1ccc(Cl)cc1)Nc1c(Nc2cccnc2Cl)c(=O)c1=O. Starting materials: O (Water), [OH-].[Na+] (sodium hydroxide), ClCCCC(C(=O)OCC)C1CCN(CC1)C(=O)OC(C)(C)C (tert-butyl 4-(4-chloro-1-ethoxycarbonyl-butan-1-yl)piperidine-1-carboxylate), C(C)O (ethanol). Run in C(C)OCC (diethyl ether), C1CCOC1 (THF). Conditions: time 4 day. The product is C(=O)(O)C(CCCCl)C1CCN(CC1)C(=O)OC(C)(C)C (tert-butyl 4-(1-carboxy-4-chlorobutan-1-yl)piperidine-1-carboxylate). Yield: 77.3%. RXN SMILES: [OH-].[Na+].[Cl:3][CH2:4][CH2:5][CH2:6][CH:7]([CH:13]1[CH2:18][CH2:17][N:16]([C:19]([O:21][C:22]([CH3:25])([CH3:24])[CH3:23])=[O:20])[CH2:15][CH2:14]1)[C:8]([O:10]CC)=[O:9].C(O)C.O>C1COCC1.C(OCC)C>[C:8]([CH:7]([CH:13]1[CH2:14][CH2:15][N:16]([C:19]([O:21][C:22]([CH3:25])([CH3:24])[CH3:23])=[O:20])[CH2:17][CH2:18]1)[CH2:6][CH2:5][CH2:4][Cl:3])([OH:10])=[O:9] |f:0.1|. Procedure: A 5 N sodium hydroxide solution (3 ml) was added to a solution of tert-butyl 4-(4-chloro-1-ethoxycarbonyl-butan-1-yl)piperidine-1-carboxylate (1.76 g) in THF (5 ml)-ethanol (15 ml), and the reaction solution was stirred at room temperature for four days. Water and diethyl ether were added to the reaction solution, and the aqueous layer was separated. The aqueous layer was washed with diethyl ether again. Then, 5 N hydrochloric acid (3 ml) and ethyl acetate were added to the aqueous layer, and th... Run at time 1 hour. Yields the product COCCNC(CC1=C(N=C2NC3=C(N21)C=CC=C3)C3=CC=C(C=C3)C)=O (N-(2-methoxyethyl)-2-(4-methylphenyl)-9H-imidazo[1,2-a]benzimidazole-3-acetamide). Starting materials: CN1C=2N(C3=C1C=CC=C3)C(=C(N2)C2=CC=C(C=C2)C)CC(=O)O (9-methyl-2-(4-methylphenyl)-9H-imidazo[1,2-a]benzimidazole-3-acetic acid), N,N'-carbonyldiimidazole, COCCN (2-methoxyethylamine). Solvent: O1CCCC1 (tetrahydrofuran), O1CCCC1 (tetrahydrofuran). Procedure: A suspension of 3.5 g (0.11 mol) of 9-methyl-2-(4-methylphenyl)-9H-imidazo[1,2-a]benzimidazole-3-acetic acid is prepared in 70 ml of dry tetrahydrofuran, 2.67 g (0.165 mol) of N,N'-carbonyldiimidazole are added in small portions, over 10 min, and the mixture is stirred at room temperature for 1 h. It is cooled in an ice-cold water bath, and 1.65 g (0.165 mol) of 2-methoxyethylamine in solution in 4 ml of dry tetrahydrofuran are added. Stirring is continued for 1 h at cold temperature, and then a... Yield: 7.3%. RXN SMILES: C[N:2]1[C:6]2[CH:7]=[CH:8][CH:9]=[CH:10][C:5]=2[N:4]2[C:11]([CH2:21][C:22]([OH:24])=O)=[C:12]([C:14]3[CH:19]=[CH:18][C:17]([CH3:20])=[CH:16][CH:15]=3)[N:13]=[C:3]12.[CH3:25][O:26][CH2:27][CH2:28][NH2:29]>O1CCCC1>[CH3:25][O:26][CH2:27][CH2:28][NH:29][C:22](=[O:24])[CH2:21][C:11]1[N:4]2[C:3]([NH:2][C:6]3[CH:7]=[CH:8][CH:9]=[CH:10][C:5]=32)=[N:13][C:12]=1[C:14]1[CH:15]=[CH:16][C:17]([CH3:20])=[CH:18][CH:19]=1. The reactants are CC(=O)O[BH-](OC(C)=O)OC(C)=O, CC(=O)O, CCc1c(CC=O)cccc1-c1nnc(-c2ccc(CC(C)C)c(C#N)c2)s1, CC(=O)[O-], CCO, ClCCl, CCOC(=O)C1CCNCC1, [Na+], [Na+], O. Yields the product CCOC(=O)C1CCN(CCc2cccc(-c3nnc(-c4ccc(CC(C)C)c(C#N)c4)s3)c2CC)CC1. RXN SMILES: [C:45]([O:46][BH-:47]([O:48][C:49](=[O:50])[CH3:51])[O:52][C:53](=[O:54])[CH3:55])(=[O:56])[CH3:57].[C:66]([OH:67])(=[O:68])[CH3:69].[CH2:1]([CH3:2])[c:3]1[c:4](-[c:12]2[n:13][n:14][c:15](-[c:17]3[cH:18][cH:19][c:20]([CH2:25][CH:26]([CH3:27])[CH3:28])[c:21]([C:22]#[N:23])[cH:24]3)[s:16]2)[cH:5][cH:6][cH:7][c:8]1[CH2:9][CH:10]=[O:11].[CH3:41][C:42](=[O:43])[O-:44].[CH3:59][CH2:60][OH:61].[Cl:62][CH2:63][Cl:64].[NH:29]1[CH2:30][CH2:31][CH:32]([C:35](=[O:36])[O:37][CH2:38][CH3:39])[CH2:33][CH2:34]1.[Na+:40].[Na+:58].[OH2:65]>>[CH2:1]([CH3:2])[c:3]1[c:4](-[c:12]2[n:13][n:14][c:15](-[c:17]3[cH:18][cH:19][c:20]([CH2:25][CH:26]([CH3:27])[CH3:28])[c:21]([C:22]#[N:23])[cH:24]3)[s:16]2)[cH:5][cH:6][cH:7][c:8]1[CH2:9][CH2:10][N:29]1[CH2:30][CH2:31][CH:32]([C:35](=[O:36])[O:37][CH2:38][CH3:39])[CH2:33][CH2:34]1. The reactants are FC(C(=O)O)(F)F (Trifluoroacetic acid), C(C)(C)(C)OC(=O)N1C[C@H](CCC1)COC1=C(C=C(C=C1C)Br)C ((S)-N-(tert-butoxycarbonyl)-3-(4-bromo-2,6-dimethylphenoxymethyl)piperidine). Reported procedure: Trifluoroacetic acid (80 mL) was added dropwise during 20 minutes to a solution of (S)-N-(tert-butoxycarbonyl)-3-(4-bromo-2,6-dimethylphenoxymethyl)piperidine (37.0 g, 92.9 mmol) in dichloromethane (250 mL) at a temperature of 5° C. After the addition was complete, the reaction mixture was stirred at room temperature for 2 hours. The solvent was then evaporated and the residue partitioned between 25% aqueous sodium hydroxide (200 mL) and ether (500 mL). The organic layer was removed and the aque... Solvent: ClCCl (dichloromethane). Yields the product BrC1=CC(=C(OC[C@@H]2CNCCC2)C(=C1)C)C ((S)-3-(4-bromo-2,6-dimethylphenoxymethyl)piperidine). Conditions: time 2 hour. RXN SMILES: FC(F)(F)C(O)=O.C(OC([N:15]1[CH2:20][CH2:19][CH2:18][C@H:17]([CH2:21][O:22][C:23]2[C:28]([CH3:29])=[CH:27][C:26]([Br:30])=[CH:25][C:24]=2[CH3:31])[CH2:16]1)=O)(C)(C)C>ClCCl>[Br:30][C:26]1[CH:27]=[C:28]([CH3:29])[C:23]([O:22][CH2:21][C@H:17]2[CH2:18][CH2:19][CH2:20][NH:15][CH2:16]2)=[C:24]([CH3:31])[CH:25]=1. Reactants: residue, C([O-])([O-])=O.[K+].[K+] (potassium carbonate), ClC1=NC=CC(=N1)C(F)(F)F (2-chloro-4-trifluoromethylpyrimidine), N1(CCCCC1)S(=O)(=O)N (piperidine sulfonamide), C(=O)[O-].[NH4+] (ammonium formate). Solvent: CN(C=O)C (dimethylformamide), CO (methanol). Conditions: time 3 hour. Yields the product N1=C(N=CC=C1)NS(=O)(=O)N1CCCCC1 (N-pyrimidinyl piperidine sulfonamide). Isolated yield 76.0%. As a reaction SMILES: [N:1]1([S:7]([NH2:10])(=[O:9])=[O:8])[CH2:6][CH2:5][CH2:4][CH2:3][CH2:2]1.C([O-])=O.[NH4+].C(=O)([O-])[O-].[K+].[K+].Cl[C:22]1[N:27]=[C:26](C(F)(F)F)[CH:25]=[CH:24][N:23]=1>CO.CN(C)C=O>[N:23]1[CH:24]=[CH:25][CH:26]=[N:27][C:22]=1[NH:10][S:7]([N:1]1[CH2:6][CH2:5][CH2:4][CH2:3][CH2:2]1)(=[O:9])=[O:8] |f:1.2,3.4.5|. Procedure: To a slurry of the piperidine sulfonamide from part F (6.3 g, 12.0 mmol) in methanol (25 mL) was added ammonium formate (2.2 g, 34.5 mmol). The system was purged with nitrogen for 10 minutes. The nitrogen stream was removed and palladium on carbon (1.2 g of 10 weight % on activated carbon, 50% water) was added. The reaction was refluxed for forty five minutes, cooled, filtered through Celite under nitrogen, and concentrated in vacuo. The residue (4.5 g, 10 mmol) was dissolved in dry dimethylform...